This data is from the Open Reaction Database (ORD), a public repository of structured organic reaction records. The task is: describe an organic reaction: reactants, conditions, products, and yield The reactants are [H-], CI, [Na+], C1CCOC1, OCC1(CO)c2ccccc2-c2ccccc21. Product: COCC1(CO)c2ccccc2-c2ccccc21. RXN SMILES: [H-:21].[I:18][CH3:19].[Na+:20].[O:22]1[CH2:23][CH2:24][CH2:25][CH2:26]1.[OH:1][CH2:2][C:3]1([CH2:16][OH:17])[c:4]2[cH:5][cH:6][cH:7][cH:8][c:9]2-[c:10]2[cH:11][cH:12][cH:13][cH:14][c:15]21>>[O:1]([CH2:2][C:3]1([CH2:16][OH:17])[c:4]2[cH:5][cH:6][cH:7][cH:8][c:9]2-[c:10]2[cH:11][cH:12][cH:13][cH:14][c:15]21)[CH3:19]. The reactants are acid chloride, FC1=C(C=C(C(=O)O)C=C1)[N+](=O)[O-] (4-fluoro-3-nitrobenzoic acid), S(=O)(Cl)Cl (thionyl chloride), NC1=CC(=C(C=C1)C=1SC2=C(N1)C=CC=C2)OC (2-(4-amino-2-methoxyphenyl)benzothiazole), Amide, CCN(C(C)C)C(C)C (Hunig's base). Solvent: C1CCOC1 (THF). Product: S1C(=NC2=C1C=CC=C2)C2=C(C=C(C=C2)NC(C2=CC(=C(C=C2)F)[N+](=O)[O-])=O)OC (N-[4-(1,3-Benzothiazol-2-yl)-3-methoxyphenyl]-4-fluoro-3-nitrobenzamide). Yield: 73.8%. As a reaction SMILES: [F:1][C:2]1[CH:10]=[CH:9][C:5]([C:6]([OH:8])=O)=[CH:4][C:3]=1[N+:11]([O-:13])=[O:12].S(Cl)(Cl)=O.[NH2:18][C:19]1[CH:24]=[CH:23][C:22]([C:25]2[S:26][C:27]3[CH:33]=[CH:32][CH:31]=[CH:30][C:28]=3[N:29]=2)=[C:21]([O:34][CH3:35])[CH:20]=1.CCN(C(C)C)C(C)C>C1COCC1>[S:26]1[C:27]2[CH:33]=[CH:32][CH:31]=[CH:30][C:28]=2[N:29]=[C:25]1[C:22]1[CH:23]=[CH:24][C:19]([NH:18][C:6](=[O:8])[C:5]2[CH:9]=[CH:10][C:2]([F:1])=[C:3]([N+:11]([O-:13])=[O:12])[CH:4]=2)=[CH:20][C:21]=1[O:34][CH3:35]. Reported procedure: A mixture of 4-fluoro-3-nitrobenzoic acid (0.062 g, 0.336 mmol) and thionyl chloride (5 ml) was heated under reflux for 2 h. The reaction mixture was cooled to room temperature and the excess reagent was removed under reduced pressure to give the crude acid chloride. The amide was prepared as described in the Amide Coupling section using the crude acid chloride, 2-(4-amino-2-methoxyphenyl)benzothiazole (0.086 g, 0.336 mmol) and Hunig's base (0.052 g, 0.403 mmol) in dry THF (5 ml) to give the tit... The reactants are C1(=CC=CC=C1)CC(=O)Cl (2-phenylacetyl chloride), 4E, C(C1=CC=CC=C1)[C@H]1NC(OC1)=O ((4R)-4-benzyl-1,3-oxazolidin-2-one), [Li]CCCC (n-BuLi). The solvent is C1CCOC1 (THF), C1CCOC1 (THF). Reaction conditions: time 10 minute. Product: C(C1=CC=CC=C1)[C@H]1N(C(OC1)=O)C(CC1=CC=CC=C1)=O ((4R)-4-Benzyl-3-(phenylacetyl)-1,3-oxazolidin-2-one). As a reaction SMILES: [CH2:1]([C@@H:8]1[CH2:12][O:11][C:10](=[O:13])[NH:9]1)[C:2]1[CH:7]=[CH:6][CH:5]=[CH:4][CH:3]=1.[Li]CCCC.[C:19]1([CH2:25][C:26](Cl)=[O:27])[CH:24]=[CH:23][CH:22]=[CH:21][CH:20]=1>C1COCC1>[CH2:1]([C@@H:8]1[CH2:12][O:11][C:10](=[O:13])[N:9]1[C:26](=[O:27])[CH2:25][C:19]1[CH:24]=[CH:23][CH:22]=[CH:21][CH:20]=1)[C:2]1[CH:3]=[CH:4][CH:5]=[CH:6][CH:7]=1. Procedure details: To a cold (−78° C.), stirred solution of (4R)-4-benzyl-1,3-oxazolidin-2-one (4.17 g, 23.53 mmol) in THF (100 mL) under nitrogen atmosphere was added n-BuLi (9.5 mL, 23.75 mmol) dropwise via syringe over 10 min. After stirring for 10 min, a solution of 2-phenylacetyl chloride (3.2 mL, 24.20 mmol) in THF (20 mL) was added via cannula over 10 min. After the addition was complete, the reaction mixture was placed in an ice-water bath and was stirred at 0° C. for 1 hr, then removed from the ice bath. ... Starting materials: CC1=CC=C(C=C1)C1=CC=C(C=C1)O (4′-methyl-biphenyl-4-ol), COC(C1=C(C=CC=C1)CBr)=O (2-bromomethyl-benzoic acid methyl ester), CC1=CC=C(C=C1)C1=CC=C(C=C1)O (4′-methyl-biphenyl-4-ol), COC(C1=C(C=CC=C1)CBr)=O (2-bromomethyl-benzoic acid methyl ester). Product: CC1=CC=C(C=C1)C1=CC=C(C=C1)OCC1=C(C(=O)O)C=CC=C1 (2-(4′-Methyl-biphenyl-4-yloxymethyl)-benzoic acid). RXN SMILES: [CH3:1][C:2]1[CH:7]=[CH:6][C:5]([C:8]2[CH:13]=[CH:12][C:11]([OH:14])=[CH:10][CH:9]=2)=[CH:4][CH:3]=1.C[O:16][C:17](=[O:26])[C:18]1[CH:23]=[CH:22][CH:21]=[CH:20][C:19]=1[CH2:24]Br>>[CH3:1][C:2]1[CH:3]=[CH:4][C:5]([C:8]2[CH:13]=[CH:12][C:11]([O:14][CH2:24][C:19]3[CH:20]=[CH:21][CH:22]=[CH:23][C:18]=3[C:17]([OH:26])=[O:16])=[CH:10][CH:9]=2)=[CH:6][CH:7]=1. Procedure details: 2-(4′-Methyl-biphenyl-4-yloxymethyl)-benzoic acid was prepared using general procedure A from 4′-methyl-biphenyl-4-ol (purchased from Maybridge plc, Tintagel, Cornwall, UK or from Intermediate 5) and 2-bromomethyl-benzoic acid methyl ester (Intermediate 1). Yield: 54 mg. Mass spectrum (ES) MH+=319. The product is CCCCCCC1(C)CCC(=O)O1. Starting materials: CC(C)=O, C=CCCC(C)(O)CCCCCC, O=[O+][O-], O. RXN SMILES: [CH3:18][C:19](=[O:20])[CH3:21].[CH3:1][C:2]([CH2:3][CH2:4][CH:5]=[CH2:6])([CH2:7][CH2:8][CH2:9][CH2:10][CH2:11][CH3:12])[OH:13].[O-:14][O+:15]=[O:16].[O:17]>>[CH3:1][C:2]1([CH2:7][CH2:8][CH2:9][CH2:10][CH2:11][CH3:12])[CH2:3][CH2:4][C:5](=[O:14])[O:13]1. The reactants are CC(C)Oc1ccc(C(=O)O)cc1C(C)(C)C, [Cl-]. The product is CC(C)Oc1ccc(C(=O)Cl)cc1C(C)(C)C. Reaction SMILES: [C:1]([CH3:2])([CH3:3])([CH3:4])[c:5]1[cH:6][c:7]([C:8](=[O:9])[OH:10])[cH:11][cH:12][c:13]1[O:14][CH:15]([CH3:16])[CH3:17].[Cl-:18]>>[C:1]([CH3:2])([CH3:3])([CH3:4])[c:5]1[cH:6][c:7]([C:8](=[O:9])[Cl:18])[cH:11][cH:12][c:13]1[O:14][CH:15]([CH3:16])[CH3:17]. Reactants: CC(C)(C)c1ccc(CNCCc2ccccc2)cc1, ClCCCl, ClCCl, Cl, O=C(O)c1c(F)ccc2cc[nH]c12. The product is CC(C)(C)c1ccc(CN(CCc2ccccc2)C(=O)c2c(F)ccc3cc[nH]c23)cc1. Reaction SMILES: [C:14]([CH3:15])([CH3:16])([CH3:17])[c:18]1[cH:19][cH:20][c:21]([CH2:22][NH:23][CH2:24][CH2:25][c:26]2[cH:27][cH:28][cH:29][cH:30][cH:31]2)[cH:32][cH:33]1.[CH2:37]([Cl:38])[CH2:39][Cl:40].[Cl:34][CH2:35][Cl:36].[ClH:41].[F:1][c:2]1[cH:3][cH:4][c:5]2[cH:6][cH:7][nH:8][c:9]2[c:10]1[C:11](=[O:12])[OH:13]>>[F:1][c:2]1[cH:3][cH:4][c:5]2[cH:6][cH:7][nH:8][c:9]2[c:10]1[C:11](=[O:13])[N:23]([CH2:22][c:21]1[cH:20][cH:19][c:18]([C:14]([CH3:15])([CH3:16])[CH3:17])[cH:33][cH:32]1)[CH2:24][CH2:25][c:26]1[cH:27][cH:28][cH:29][cH:30][cH:31]1. Starting materials: O=C1N(CCCC1(C1=CC=CC=C1)C1=CC=CC=C1)CC(=O)O (2-(2-oxo-3,3-diphenylpiperidin-1-yl)acetic acid), Cl.C(C)N=C=NCCCN(C)C (N1-((ethylimino)methylene)-N3,N3-dimethylpropane-1,3-diamine hydrochloride), ClC1=CC=C(OC/C(/N)=N/O)C=C1 ((Z)-2-(4-chlorophenoxy)-N′-hydroxyacetimidamide), CO (Methanol). The solvent is ClCCCl (1,2-dichloroethane), C(Cl)Cl (CH2Cl2). Conditions: time 8 hour. Product: ClC1=CC=C(OCC2=NOC(=N2)CN2C(C(CCC2)(C2=CC=CC=C2)C2=CC=CC=C2)=O)C=C1 (1-({3-[(4-chlorophenoxy)methyl]-1,2,4-oxadiazol-5-yl}methyl)-3,3-diphenylpiperidin-2-one). As a reaction SMILES: [Cl:1][C:2]1[CH:13]=[CH:12][C:5]([O:6][CH2:7]/[C:8](=[N:10]/[OH:11])/[NH2:9])=[CH:4][CH:3]=1.[O:14]=[C:15]1[C:20]([C:27]2[CH:32]=[CH:31][CH:30]=[CH:29][CH:28]=2)([C:21]2[CH:26]=[CH:25][CH:24]=[CH:23][CH:22]=2)[CH2:19][CH2:18][CH2:17][N:16]1[CH2:33][C:34](O)=O.Cl.C(N=C=NCCCN(C)C)C.CO>ClCCCl.C(Cl)Cl>[Cl:1][C:2]1[CH:13]=[CH:12][C:5]([O:6][CH2:7][C:8]2[N:9]=[C:34]([CH2:33][N:16]3[CH2:17][CH2:18][CH2:19][C:20]([C:27]4[CH:32]=[CH:31][CH:30]=[CH:29][CH:28]=4)([C:21]4[CH:26]=[CH:25][CH:24]=[CH:23][CH:22]=4)[C:15]3=[O:14])[O:11][N:10]=2)=[CH:4][CH:3]=1 |f:2.3|. Procedure: A mixture of the product of Example 263A (148 mg, 0.738 mmol), the product of Example 68E (228 mg, 0.738 mmol), and N1-((ethylimino)methylene)-N3,N3-dimethylpropane-1,3-diamine hydrochloride (283 mg, 1.48 mmol) in 1,2-dichloroethane (4 mL) was stirred at ambient temperature for 3 hours, then heated to reflux for 24 hours. The cooled reaction mixture was diluted with CH2Cl2 (100 mL) and washed with 1 N aqueous HCl (2×30 mL) and saturated aqueous NaHCO3 solution and brine, dried with Na2SO4, filte...